This data is from the Open Reaction Database (ORD), a public repository of structured organic reaction records. The task is: describe an organic reaction: reactants, conditions, products, and yield Reactants: CCOC(C)=O, Cl, CC(C)(C)OC(=O)N1CC2CN(CCCCc3ccncc3)CC(C1)O2. Product: c1cc(CCCCN2CC3CNCC(C2)O3)ccn1. Reaction SMILES: [CH2:28]([O:29][C:30](=[O:31])[CH3:32])[CH3:33].[ClH:27].[n:1]1[cH:2][cH:3][c:4]([CH2:7][CH2:8][CH2:9][CH2:10][N:11]2[CH2:12][CH:13]3[CH2:14][N:15]([C:20]([O:21][C:22]([CH3:23])([CH3:24])[CH3:25])=[O:26])[CH2:16][CH:17]([CH2:18]2)[O:19]3)[cH:5][cH:6]1>>[n:1]1[cH:2][cH:3][c:4]([CH2:7][CH2:8][CH2:9][CH2:10][N:11]2[CH2:12][CH:13]3[CH2:14][NH:15][CH2:16][CH:17]([CH2:18]2)[O:19]3)[cH:5][cH:6]1. Starting materials: [BH4-], CN(C)C=O, Clc1ccccc1, CC(C)(C)C(=O)C(=Cc1ccc(Cl)cc1Cl)n1cncn1, [Na+], O=[N+]([O-])O. Yields the product CC(C)(C)C(O)C(=Cc1ccc(Cl)cc1Cl)n1cncn1. Reaction SMILES: [BH4-:1].[CH3:35][N:36]([CH3:37])[CH:38]=[O:39].[Cl:28][c:29]1[cH:30][cH:31][cH:32][cH:33][cH:34]1.[Cl:3][c:4]1[c:5]([CH:11]=[C:12]([C:13]([C:14]([CH3:15])([CH3:16])[CH3:17])=[O:18])[n:19]2[n:20][cH:21][n:22][cH:23]2)[cH:6][cH:7][c:8]([Cl:10])[cH:9]1.[Na+:2].[OH:24][N+:25](=[O:26])[O-:27]>>[Cl:3][c:4]1[c:5]([CH:11]=[C:12]([CH:13]([C:14]([CH3:15])([CH3:16])[CH3:17])[OH:18])[n:19]2[n:20][cH:21][n:22][cH:23]2)[cH:6][cH:7][c:8]([Cl:10])[cH:9]1. The reactants are OBO, Cc1cc(NS(=O)(=O)c2ccc(Br)s2)on1, O=[N+]([O-])c1ccccc1. Yields the product Cc1cc(NS(=O)(=O)c2ccc(-c3cccc([N+](=O)[O-])c3)s2)on1. As a reaction SMILES: [BH:1]([OH:2])[OH:3].[CH3:13][c:14]1[n:15][o:16][c:17]([NH:19][S:20](=[O:21])(=[O:22])[c:23]2[s:24][c:25]([Br:28])[cH:26][cH:27]2)[cH:18]1.[N+:4](=[O:5])([O-:6])[c:7]1[cH:8][cH:9][cH:10][cH:11][cH:12]1>>[N+:4](=[O:5])([O-:6])[c:7]1[cH:8][c:9](-[c:25]2[s:24][c:23]([S:20]([NH:19][c:17]3[o:16][n:15][c:14]([CH3:13])[cH:18]3)(=[O:21])=[O:22])[cH:27][cH:26]2)[cH:10][cH:11][cH:12]1. Starting materials: CC=1C(=C2C=CN(C2=CC1)S(=O)(=O)C1=CC=C(C)C=C1)NC(OC(C)(C)C)=O (tert-Butyl (5-methyl-1-tosyl-1H-indol-4-yl)carbamate), C(=O)([O-])[O-].[K+].[K+] (K2CO3), C1(=CC=CC=C1)C (toluene), COC=1C=CC=C(C1C=2C=CC=CC2P(C3CCCCC3)C4CCCCC4)OC (S-Phos). Run in CCOC(=O)C (EtOAc). Conditions: temperature 80 celsius. The product is CC1=C(C=2C=CN(C2C(=C1)C=C)S(=O)(=O)C1=CC=C(C)C=C1)C=O (5-Methyl-1-tosyl-7-vinyl-1H-indole-4-carbaldehyde). RXN SMILES: [CH3:1][C:2]1[C:3](NC(=O)OC(C)(C)C)=[C:4]2[C:8](=[CH:9][CH:10]=1)[N:7]([S:11]([C:14]1[CH:20]=[CH:19][C:17]([CH3:18])=[CH:16][CH:15]=1)(=[O:13])=[O:12])[CH:6]=[CH:5]2.[C:29]([O-:32])([O-])=O.[K+].[K+].[C:35]1(C)C=CC=C[CH:36]=1.COC1C=CC=C(OC)C=1C1C=CC=CC=1P(C1CCCCC1)C1CCCCC1>CCOC(C)=O>[CH3:1][C:2]1[CH:10]=[C:9]([CH:35]=[CH2:36])[C:8]2[N:7]([S:11]([C:14]3[CH:15]=[CH:16][C:17]([CH3:18])=[CH:19][CH:20]=3)(=[O:12])=[O:13])[CH:6]=[CH:5][C:4]=2[C:3]=1[CH:29]=[O:32] |f:1.2.3|. Procedure: To a suspension of 7-chloro-5-methyl-1-tosyl-1H-indole-4-carbaldehyde (Example 110-E) (73 mg, 0.210 mmol) and vinylboronic anhydride pyridine complex (152 mg, 0.630 mmol) and K2CO3 (290 mg, 2.09 mmol) in toluene (1.7 mL) water (0.7 mL) Pd(OAc)2 (4.71 mg, 0.021 mmol) and S-Phos (CAS#657408-07-6) (17.2 mg, 0.042 mmol) were added, and the reaction was stirred at 80° C. After 1 hour the reaction was diluted with EtOAc. The organics were washed with water, dried over MgSO4, filtered and concentrated.... The reactants are BrC1=C(C=C(C=C1)I)F (1-bromo-2-fluoro-4-iodobenzene), C(C)(C)[Mg]Cl (isopropylmagnesium chloride), C(=O)(OC(C)(C)C)N1C(CCCC1)=O (1-BOC-2-piperidone). The solvent is O1CCCC1 (tetrahydrofuran), O1CCCC1 (tetrahydrofuran). Conditions: temperature 0 celsius, time 3 hour. The product is BrC1=C(C=C(C=C1)C(CCCCNC(OC(C)(C)C)=O)=O)F (tert-butyl 5-(4-bromo-3-fluorophenyl)-5-oxopentylcarbamate). Yield: 74.4%. RXN SMILES: [Br:1][C:2]1[CH:7]=[CH:6][C:5](I)=[CH:4][C:3]=1[F:9].C([Mg]Cl)(C)C.[C:15]([N:22]1[CH2:27][CH2:26][CH2:25][CH2:24][C:23]1=[O:28])([O:17][C:18]([CH3:21])([CH3:20])[CH3:19])=[O:16]>O1CCCC1>[Br:1][C:2]1[CH:7]=[CH:6][C:5]([C:23](=[O:28])[CH2:24][CH2:25][CH2:26][CH2:27][NH:22][C:15](=[O:16])[O:17][C:18]([CH3:19])([CH3:20])[CH3:21])=[CH:4][C:3]=1[F:9]. Reported procedure: To a solution of 1-bromo-2-fluoro-4-iodobenzene (44.22 g, 0.147 mol) in tetrahydrofuran (160 mL) was added isopropylmagnesium chloride (2.0 M solution in tetrahydrofuran, 73.5 mL) at 0° C. and the mixture stirred at 0° C. for 3 hours. This solution was cannulated into a solution of 1-BOC-2-piperidone (24.4 g, 0.122 mol) in tetrahydrofuran (240 mL) at −78° C. and the mixture stirred at −78° C. for 1 hour. The solution was warmed to ambient temperature and stirred for one hour before quenching wit... The reactants are COC1=C(C=C2C(=N1)CCC2)NC(OC2=CC=CC=C2)=S (Phenyl N-(2-methoxy-6,7-dihydro-5H-cyclopenta[b]pyridin-3-yl)thiocarbamate), COC=1C=C(C=C(C1)OC)N1CCNCC1 (1-(3,5-dimethoxyphenyl)piperazine). Yields the product COC1=C(C=C2C(=N1)CCC2)NC(=S)N2CCN(CC2)C2=CC(=CC(=C2)OC)OC (1-[N-(2-Methoxy-6,7-dihydro-5H-cyclopenta[b]pyridin-3-yl)aminothiocarbonyl]-4-(3,5-dimethoxyphenyl)piperazine). Isolated yield 55.0%. RXN SMILES: [CH3:1][O:2][C:3]1[N:8]=[C:7]2[CH2:9][CH2:10][CH2:11][C:6]2=[CH:5][C:4]=1[NH:12][C:13](=[S:21])OC1C=CC=CC=1.[CH3:22][O:23][C:24]1[CH:25]=[C:26]([N:32]2[CH2:37][CH2:36][NH:35][CH2:34][CH2:33]2)[CH:27]=[C:28]([O:30][CH3:31])[CH:29]=1>>[CH3:1][O:2][C:3]1[N:8]=[C:7]2[CH2:9][CH2:10][CH2:11][C:6]2=[CH:5][C:4]=1[NH:12][C:13]([N:35]1[CH2:34][CH2:33][N:32]([C:26]2[CH:25]=[C:24]([O:23][CH3:22])[CH:29]=[C:28]([O:30][CH3:31])[CH:27]=2)[CH2:37][CH2:36]1)=[S:21]. Procedure: Phenyl N-(2-methoxy-6,7-dihydro-5H-cyclopenta[b]pyridin-3-yl)thiocarbamate and 1-(3,5-dimethoxyphenyl)piperazine were reacted by the same way with the example 22 to obtain the titled compound. Reactants: O (water), [Li+].C[Si](C)(C)[N-][Si](C)(C)C (LiHMDS), CN(N=C(C(=O)[O-])C(=O)[O-])C(CC)=O (2-(2-methyl-2-propionylhydrazono)malonate). Run in C1CCOC1 (THF), C1CCOC1 (THF). Reaction conditions: temperature -40 celsius, time 1.5 hour. Yields the product OC=1C(=NN(C(C1C)=O)C)C(=O)O (4-hydroxy-1,5-dimethyl-6-oxo-1,6-dihydropyridazine-3-carboxylic acid). The yield is 47.3%. RXN SMILES: [Li+].C[Si]([N-][Si](C)(C)C)(C)C.[CH3:11][N:12]([C:21](=[O:24])[CH2:22][CH3:23])[N:13]=[C:14]([C:18]([O-:20])=O)[C:15]([O-:17])=[O:16].O>C1COCC1>[OH:20][C:18]1[C:14]([C:15]([OH:17])=[O:16])=[N:13][N:12]([CH3:11])[C:21](=[O:24])[C:22]=1[CH3:23] |f:0.1|. Procedure: To a solution of LiHMDS (331 mL, 331 mmol, 1 M solution in THF) in THF (430 mL) at −78° C. was added a solution of 2-(2-methyl-2-propionylhydrazono)malonate (21.40 g, 82.86 mmol) in THF (10 mL). The resulting mixture was slowly warmed to −40° C. over 1 hour and stirred for 1.5 hours at −40° C. To the reaction mixture was added water (500 mL) at −40° C. The reaction mixture was warmed to room temperature and stirred for 3 hours. The reaction mixture was concentrated under reduced pressure, quench... The reactants are N1CCNCCNCCCNCCC1 (1,4,7,11-tetraazacyclotetradecane), CN(P(N(C)C)N(C)C)C (hexamethylphosphorous triamide). Product: N12CCCN3CCCN(CCNCC1)P23 (1,5,9,12-tetraaza-15-phosphatricyclo[7.5.1.05,15 ]pentadecane). Reaction SMILES: [NH:1]1[CH2:14][CH2:13][CH2:12][NH:11][CH2:10][CH2:9][CH2:8][NH:7][CH2:6][CH2:5][NH:4][CH2:3][CH2:2]1.CN(C)[P:17](N(C)C)N(C)C>>[N:1]12[P:17]3[N:11]([CH2:10][CH2:9][CH2:8][N:7]3[CH2:6][CH2:5][NH:4][CH2:3][CH2:2]1)[CH2:12][CH2:13][CH2:14]2. Reported procedure: A stirred mixture of 6.00 g (30 mmol) of 1,4,7,11-tetraazacyclotetradecane and 4.90 g of hexamethylphosphorous triamide is heated under nitrogen for 3 hr at 120° and then distilled in a short-path apparatus to give 5.50 g (80%) of clear, colorless liquid 1,5,9,12-tetraaza-15-phosphatricyclo[7.5.1.05,15 ]pentadecane, bp 106°-110° (0.30 mm), which solidifies on storing below 0°. Reactants: CC(C)(C)OC(=O)Nc1cc(OCC(F)(F)F)c(-c2ccccc2F)cc1N, CC(C)(C)OC(=O)CC(=O)c1cccc(-n2nncc2COC2CCCCO2)c1. Yields the product CC(C)(C)OC(=O)Nc1cc(OCC(F)(F)F)c(-c2ccccc2F)cc1NC(=O)CC(=O)c1cccc(-n2nncc2COC2CCCCO2)c1. Reaction SMILES: [C:1]([CH3:2])([CH3:3])([CH3:4])[O:5][C:6]([NH:7][c:8]1[cH:9][c:10]([O:22][CH2:23][C:24]([F:25])([F:26])[F:27])[c:11](-[c:15]2[c:16]([F:21])[cH:17][cH:18][cH:19][cH:20]2)[cH:12][c:13]1[NH2:14])=[O:28].[C:29]([CH3:31])([CH3:32])([O:33][C:34](=[O:30])[CH2:35][C:36]([c:37]1[cH:38][c:39](-[n:43]2[n:44][n:45][cH:46][c:47]2[CH2:48][O:49][CH:50]2[O:51][CH2:52][CH2:53][CH2:54][CH2:55]2)[cH:40][cH:41][cH:42]1)=[O:56])[CH3:57]>>[C:1]([CH3:2])([CH3:3])([CH3:4])[O:5][C:6]([NH:7][c:8]1[cH:9][c:10]([O:22][CH2:23][C:24]([F:25])([F:26])[F:27])[c:11](-[c:15]2[c:16]([F:21])[cH:17][cH:18][cH:19][cH:20]2)[cH:12][c:13]1[NH:14][C:34](=[O:33])[CH2:35][C:36]([c:37]1[cH:38][c:39](-[n:43]2[n:44][n:45][cH:46][c:47]2[CH2:48][O:49][CH:50]2[O:51][CH2:52][CH2:53][CH2:54][CH2:55]2)[cH:40][cH:41][cH:42]1)=[O:56])=[O:28].